The task is: describe an organic reaction: reactants, conditions, products, and yield. This data is from the Open Reaction Database (ORD), a public repository of structured organic reaction records. Reactants: O1C2=C(NCC1)C=CC=C2 (3,4-dihydro-2H-benzo[b][1,4]oxazine), BrCCCBr (1,3-dibromopropane), C([O-])([O-])=O.[Na+].[Na+] (sodium carbonate). The solvent is CN(C)C=O (DMF), C(C)(=O)OCC (ethyl acetate). Run at temperature 70 celsius. The product is O1C2=C(N(CC1)CCCBr)C=CC=C2 (3-(3,4-Dihydro-2H-benzo[b][1,4]oxazin-4-yl)propyl bromide). As a reaction SMILES: [O:1]1[CH2:6][CH2:5][NH:4][C:3]2[CH:7]=[CH:8][CH:9]=[CH:10][C:2]1=2.[Br:11][CH2:12][CH2:13][CH2:14]Br.C(=O)([O-])[O-].[Na+].[Na+]>CN(C=O)C.C(OCC)(=O)C>[O:1]1[CH2:6][CH2:5][N:4]([CH2:14][CH2:13][CH2:12][Br:11])[C:3]2[CH:7]=[CH:8][CH:9]=[CH:10][C:2]1=2 |f:2.3.4|. Reported procedure: A mixture of 3,4-dihydro-2H-benzo[b][1,4]oxazine (3.0 g, 1 eq, 22.2 mmol), 1,3-dibromopropane (22.5 ml, 10 eq, 222 mmol) and anhydrous sodium carbonate (7.05 g, 3 eq, 66.6 mmol) in dry DMF (200 ml) was heated at 70° C. for 16 h. The reaction mixture was diluted with ethyl acetate and washed with water and brine. The residue was chromatographed using ethyl acetate and hexane to yield the title compounds as liquid mass (2.6 g, 47%). Reactants: [Si](C)(C)(C(C)(C)C)OCCC(C1=CC(=CC=C1)F)N1C(C2(C3=CC=CC=C13)CCCCC2)=O (1′-[3-{[tert-butyl(dimethyl)silyl]oxy}-1-(3-fluorophenyl) propyl]spiro-[cyclohexane-1,3′-indol]-2′(1′H)-one), [F-].C(CCC)[N+](CCCC)(CCCC)CCCC (tetrabutyl ammonium fluoride). Run in O1CCCC1 (tetrahydrofuran). Conditions: time 1 hour. Yields the product FC=1C=C(C=CC1)C(CCO)N1C(C2(C3=CC=CC=C13)CCCCC2)=O (racemic 1′-[1-(3-fluorophenyl)-3-hydroxypropyl]spiro[cyclohexane-1,3′-indol]-2′(1′H)-one). Isolated yield 83.9%. As a reaction SMILES: [Si]([O:8][CH2:9][CH2:10][CH:11]([N:19]1[C:27]2[C:22](=[CH:23][CH:24]=[CH:25][CH:26]=2)[C:21]2([CH2:32][CH2:31][CH2:30][CH2:29][CH2:28]2)[C:20]1=[O:33])[C:12]1[CH:17]=[CH:16][CH:15]=[C:14]([F:18])[CH:13]=1)(C(C)(C)C)(C)C.[F-].C([N+](CCCC)(CCCC)CCCC)CCC>O1CCCC1>[F:18][C:14]1[CH:13]=[C:12]([CH:11]([N:19]2[C:27]3[C:22](=[CH:23][CH:24]=[CH:25][CH:26]=3)[C:21]3([CH2:32][CH2:31][CH2:30][CH2:29][CH2:28]3)[C:20]2=[O:33])[CH2:10][CH2:9][OH:8])[CH:17]=[CH:16][CH:15]=1 |f:1.2|. Reported procedure: 1′-[3-{[tert-butyl(dimethyl)silyl]oxy}-1-(3-fluorophenyl) propyl]spiro-[cyclohexane-1,3′-indol]-2′(1′H)-one (0.85 g, 1.82 mmol) was dissolved in tetrahydrofuran and tetrabutyl ammonium fluoride (1.0 M in THF, 3.64 mL, 3.64 mmol) was added and the mixture was stirred for 1 hour. Reaction was quenched with saturated aqueous ammonium chloride then saturated sodium bicarbonate was added, diluted with ether, washed with water, and saturated brine. The organic layer was separated, dried over anhydrous... The reactants are BrC1=C(C=C(C(=O)NC2=CC(=CC=C2)C(C)(C)C)C=C1)F (4-bromo-N-(3-tert-butyl-phenyl)-3-fluoro-benzamide), C(C)(C)(C)OC(=O)N1CCNCC1 (piperazine-1-carboxylic acid tert-butyl ester), CC(C)(C)[O-].[Na+] (NaOtBu), CC1(C2=C(C(=CC=C2)P(C3=CC=CC=C3)C4=CC=CC=C4)OC5=C(C=CC=C51)P(C6=CC=CC=C6)C7=CC=CC=C7)C (XantPhos). Solvent: O1CCOCC1 (1,4 dioxane). Reaction conditions: temperature 85 celsius, time 1 hour. Yields the product C(C)(C)(C)C=1C=C(C=CC1)NC(C1=CC(=C(C=C1)N1CCNCC1)F)=O (N-(3-tert-Butyl-phenyl)-3-fluoro-4-piperazin-1-yl-benzamide). As a reaction SMILES: Br[C:2]1[CH:20]=[CH:19][C:5]([C:6]([NH:8][C:9]2[CH:14]=[CH:13][CH:12]=[C:11]([C:15]([CH3:18])([CH3:17])[CH3:16])[CH:10]=2)=[O:7])=[CH:4][C:3]=1[F:21].C(OC([N:29]1[CH2:34][CH2:33][NH:32][CH2:31][CH2:30]1)=O)(C)(C)C.CC([O-])(C)C.[Na+].CC1(C)C2C(=C(P(C3C=CC=CC=3)C3C=CC=CC=3)C=CC=2)OC2C(P(C3C=CC=CC=3)C3C=CC=CC=3)=CC=CC1=2>O1CCOCC1>[C:15]([C:11]1[CH:10]=[C:9]([NH:8][C:6](=[O:7])[C:5]2[CH:19]=[CH:20][C:2]([N:29]3[CH2:34][CH2:33][NH:32][CH2:31][CH2:30]3)=[C:3]([F:21])[CH:4]=2)[CH:14]=[CH:13][CH:12]=1)([CH3:18])([CH3:17])[CH3:16] |f:2.3|. Reported procedure: The 4-bromo-N-(3-tert-butyl-phenyl)-3-fluoro-benzamide (0.15 mmol) was added piperazine-1-carboxylic acid tert-butyl ester (0.195 mmol), NaOtBu (0.375 mmol), XantPhos (0.03 mmol), Pd2 dba2 (0.009 mmol) and 1,4 dioxane (0.2 mL). The reaction vial was purged with Ar, sealed, and heated at 85° C. overnight. The reaction was worked up by diluting with ethyl acetate (mL) washed with NH4Cl (1.5 M, 4 mL), and brine (4 mL), filtered through a plug of Na2SO4, and dried under a stream of nitrogen. To the ... Reactants: C(C=C)C=1CC(CC1)O ((RS)-3-allyl-3-cyclopenten-1-ol), CC1(C(C1(C)C)C(=O)O)C (2,2,3,3-tetramethylcyclopropanecarboxylic acid), Cl.C(C)N=C=NCCCN(C)C (1-ethyl-3-(3-dimethylaminopropyl)carbodiimide hydrochloride), N (ammonia). The reagents and catalysts are CN(C1=CC=NC=C1)C (4-dimethylaminopyridine). Solvent: ClCCl (dichloromethane), C(C)N(CC)CC (triethylamine). Reaction conditions: time 2 hour. The product is CC1(C(C1(C)C)C(=O)OC1CC(=CC1)CC=C)C ((RS)-3-allyl-3-cyclopenten-1-yl 2,2,3,3-tetramethylcyclopropanecarboxylate). Yield: 7.5%. RXN SMILES: [CH2:1]([C:4]1[CH2:5][CH:6]([OH:9])[CH2:7][CH:8]=1)[CH:2]=[CH2:3].[CH3:10][C:11]1([CH3:19])[C:13]([CH3:15])([CH3:14])[CH:12]1[C:16](O)=[O:17].Cl.C(N=C=NCCCN(C)C)C.N>CN(C)C1C=CN=CC=1.ClCCl.C(N(CC)CC)C>[CH3:10][C:11]1([CH3:19])[C:13]([CH3:15])([CH3:14])[CH:12]1[C:16]([O:9][CH:6]1[CH2:7][CH:8]=[C:4]([CH2:1][CH:2]=[CH2:3])[CH2:5]1)=[O:17] |f:2.3|. Procedure details: To a mixture of (RS)-3-allyl-3-cyclopenten-1-ol (300 mg), 2,2,3,3-tetramethylcyclopropanecarboxylic acid (343 mg), 4-dimethylaminopyridine (5 mg), triethylamine (733 mg) and dichloromethane (10 ml), 1-ethyl-3-(3-dimethylaminopropyl)carbodiimide hydrochloride (WSC) was added under ice-cooling. The resulting reaction mixture was further allowed to react for 8 hours at room temperature. Then aqueous ammonia (10 ml) was added to the reaction mixture and the reaction mixture was stirred vigorously fo... The reactants are Cn1nc(C(=O)O)c2ccccc21, ClC(Cl)Cl, O=S(Cl)Cl. Product: Cn1nc(C(=O)Cl)c2ccccc21. As a reaction SMILES: [CH3:1][n:2]1[n:3][c:4]([C:11](=[O:12])[OH:13])[c:5]2[cH:6][cH:7][cH:8][cH:9][c:10]12.[CH:18]([Cl:19])([Cl:20])[Cl:21].[S:14]([Cl:15])([Cl:16])=[O:17]>>[CH3:1][n:2]1[n:3][c:4]([C:11](=[O:13])[Cl:16])[c:5]2[cH:6][cH:7][cH:8][cH:9][c:10]12. Starting materials: C(C1=CC=CC=C1)(C1=CC=CC=C1)OC(=O)C=1N2C(C(C2S(CC1CC(=O)C1=CC=CC=C1)=O)NC(=O)OC(C)(C)C)=O (2-Benzhydryloxycarbonyl-7-t-butoxycarbonylamino-8-oxo-3-phenacyl-5-thia-1-azabicyclo[4.2.0]oct-2-ene-5-oxide), O.C1(=CC=C(C=C1)S(=O)(=O)O)C (p-toluenesulphonic acid monohydrate), C([O-])(O)=O.[Na+] (sodium bicarbonate), C(C)(=O)OCC (ethyl acetate). Run in C(C)#N (acetonitrile). Conditions: temperature 35 celsius, time 1 hour. The product is NC1C2S(CC(=C(N2C1=O)C(=O)OC(C1=CC=CC=C1)C1=CC=CC=C1)CC(=O)C1=CC=CC=C1)=O (7-amino-2-benzhydryloxycarbonyl-8-oxo-3-phenacyl-5-thia-1-azabicyclo[4.2.0]oct-2-ene-5-oxide). The yield is 83.2%. Reaction SMILES: [CH:1]([O:14][C:15]([C:17]1[N:18]2[CH:21]([S:22](=[O:34])[CH2:23][C:24]=1[CH2:25][C:26]([C:28]1[CH:33]=[CH:32][CH:31]=[CH:30][CH:29]=1)=[O:27])[CH:20]([NH:35]C(OC(C)(C)C)=O)[C:19]2=[O:43])=[O:16])([C:8]1[CH:13]=[CH:12][CH:11]=[CH:10][CH:9]=1)[C:2]1[CH:7]=[CH:6][CH:5]=[CH:4][CH:3]=1.O.C1(C)C=CC(S(O)(=O)=O)=CC=1.C(=O)(O)[O-].[Na+].C(OCC)(=O)C>C(#N)C>[NH2:35][CH:20]1[C:19](=[O:43])[N:18]2[CH:21]1[S:22](=[O:34])[CH2:23][C:24]([CH2:25][C:26]([C:28]1[CH:29]=[CH:30][CH:31]=[CH:32][CH:33]=1)=[O:27])=[C:17]2[C:15]([O:14][CH:1]([C:8]1[CH:9]=[CH:10][CH:11]=[CH:12][CH:13]=1)[C:2]1[CH:7]=[CH:6][CH:5]=[CH:4][CH:3]=1)=[O:16] |f:1.2,3.4|. Reported procedure: 2-Benzhydryloxycarbonyl-7-t-butoxycarbonylamino-8-oxo-3-phenacyl-5-thia-1-azabicyclo[4.2.0]oct-2-ene-5-oxide (10.1 g) is added to a solution of p-toluenesulphonic acid monohydrate (8.15 g) in acetonitrile (170 cc), warmed to 35° C., and the mixture is left at 35° C. for 1 hour, whilst stirring. The reaction mixture is then poured into a stirred mixture of a saturated solution of sodium bicarbonate (150 cc) and ethyl acetate (300 cc). The organic phase is then washed with distilled water (100 cc)... Reactants: [OH-].[K+] (KOH), IC (iodomethane), BrC=1C=C(N)C=CC1 (3-Bromoaniline). Run at time 20 hour. RXN SMILES: [Br:1][C:2]1[CH:3]=[C:4]([CH:6]=[CH:7][CH:8]=1)[NH2:5].[OH-].[K+].I[CH3:12]>CN(C=O)C>[Br:1][C:2]1[CH:3]=[C:4]([NH:5][CH3:12])[CH:6]=[CH:7][CH:8]=1 |f:1.2|. Run in CN(C)C=O (DMF). Procedure details: 2 g (11.6 mmol) 3-Bromoaniline is dissolved in 15 mL DMF and treated with 716 mg (1.1 eq.) KOH and 0.722 mL (1 eq.) iodomethane under continuous stirring at room temperature for 20 hours. The reaction mixture is extracted with ethyl acetate and water, the combined organic phases are washed with brine and dried with sodium sulfate and evaporated to dryness. The residue is column chromatographed (ethyl acetate/petroleum ether 2:5) to yield after evaporation the desired product as a yellow oil. Yields the product BrC=1C=C(C=CC1)NC ((3-Bromo-phenyl)-methyl-amine). The reactants are C(=O)([O-])[O-].[K+].[K+] (K2CO3), BrCC(=O)C1=CC=C(C=C1)Cl (2-bromo-4′-chloroacetophenone), FC1=CC=C(C(=N)N)C=C1 (4-fluorobenzamidine). Yields the product FC1=CC=C(C=C1)C=1NC=C(N1)C1=CC=C(C=C1)Cl (2-(4-fluorophenyl)4-(4-chlorophenyl)imidazole). Reaction conditions: time 1 hour. The solvent is C(Cl)(Cl)Cl (chloroform), C(Cl)(Cl)Cl (chloroform). Procedure details: To a two-phase mixture of 30% K2CO3 solution (5 ml) and chloroform (5 mL) containing 276 mg of 4-fluorobenzamidine was added a solution of 468 mg of 2-bromo-4′-chloroacetophenone in chloroform (3 mL). After stirring for 1 hr, the reaction mixture was filtered. The white crystallinesolid was washed with distilled water and dried in a vacuum oven overnight to afford 2-(4-fluorophenyl)4-(4-chlorophenyl)imidazole (Compound 1). Reaction SMILES: C([O-])([O-])=O.[K+].[K+].[F:7][C:8]1[CH:16]=[CH:15][C:11]([C:12]([NH2:14])=[NH:13])=[CH:10][CH:9]=1.Br[CH2:18][C:19]([C:21]1[CH:26]=[CH:25][C:24]([Cl:27])=[CH:23][CH:22]=1)=O>C(Cl)(Cl)Cl>[F:7][C:8]1[CH:16]=[CH:15][C:11]([C:12]2[NH:14][CH:18]=[C:19]([C:21]3[CH:26]=[CH:25][C:24]([Cl:27])=[CH:23][CH:22]=3)[N:13]=2)=[CH:10][CH:9]=1 |f:0.1.2|. The reactants are CCOC(C)CO, [Cl-], O, Cc1ccc(S(=O)(=O)O)cc1, c1ccncc1. The product is CCOC(C)COS(=O)(=O)c1ccc(C)cc1. As a reaction SMILES: [CH2:1]([CH3:2])[O:3][CH:4]([CH2:5][OH:6])[CH3:7].[Cl-:8].[OH2:20].[c:9]1([CH3:19])[cH:10][cH:11][c:12]([S:15](=[O:16])(=[O:17])[OH:18])[cH:13][cH:14]1.[cH:21]1[cH:22][cH:23][n:24][cH:25][cH:26]1>>[CH2:1]([CH3:2])[O:3][CH:4]([CH2:5][O:6][S:15]([c:12]1[cH:11][cH:10][c:9]([CH3:19])[cH:14][cH:13]1)(=[O:16])=[O:17])[CH3:7]. Starting materials: CN(C)c1nc(Cl)nc2ccccc12, Cl, NC(=O)C1CCC(N)CC1, c1ccncc1. Product: CN(C)c1nc(NC2CCC(C(N)=O)CC2)nc2ccccc12. As a reaction SMILES: [Cl:1][c:2]1[n:3][c:4]2[cH:5][cH:6][cH:7][cH:8][c:9]2[c:10]([N:12]([CH3:13])[CH3:14])[n:11]1.[ClH:15].[NH2:16][CH:17]1[CH2:18][CH2:19][CH:20]([C:23](=[O:24])[NH2:25])[CH2:21][CH2:22]1.[cH:26]1[cH:27][cH:28][n:29][cH:30][cH:31]1>>[c:2]1([NH:16][CH:17]2[CH2:18][CH2:19][CH:20]([C:23](=[O:24])[NH2:25])[CH2:21][CH2:22]2)[n:3][c:4]2[cH:5][cH:6][cH:7][cH:8][c:9]2[c:10]([N:12]([CH3:13])[CH3:14])[n:11]1.